The task is: describe an organic reaction: reactants, conditions, products, and yield. This data is from the Open Reaction Database (ORD), a public repository of structured organic reaction records. The reactants are C(C)(=O)OCC (Ethyl acetate), C(C)OC(=O)C1=C(N=C(S1)Br)C(F)(F)F (2-Bromo-4-Trifluoromethyl-thiazole-5-carboxylic acid ethyl ester), C(CCC)[Sn](C=C)(CCCC)CCCC (tributyl(vinyl)tin), C(C)(C)(C)C1=C(C(=CC(=C1)C)C(C)(C)C)O (2,6-di-t-butyl-4-methyl phenol). The reagents and catalysts are C=1C=CC(=CC1)[P](C=2C=CC=CC2)(C=3C=CC=CC3)[Pd]([P](C=4C=CC=CC4)(C=5C=CC=CC5)C=6C=CC=CC6)([P](C=7C=CC=CC7)(C=8C=CC=CC8)C=9C=CC=CC9)[P](C=1C=CC=CC1)(C=1C=CC=CC1)C=1C=CC=CC1 (tetrakis(triphenylphosphine)palladium(0)). Run in C1(=CC=CC=C1)C (toluene). Run at temperature 120 celsius, time 25 minute. The product is C(C)OC(=O)C1=C(N=C(S1)C=C)C(F)(F)F (4-Trifluoromethyl-2-vinyl-thiazole-5-carboxylic acid ethyl ester). Yield: 76.4%. RXN SMILES: [CH2:1]([O:3][C:4]([C:6]1[S:10][C:9](Br)=[N:8][C:7]=1[C:12]([F:15])([F:14])[F:13])=[O:5])[CH3:2].[CH2:16]([Sn](CCCC)(CCCC)C=C)[CH2:17]CC.C(C1C=C(C)C=C(C(C)(C)C)C=1O)(C)(C)C.C(OCC)(=O)C>C1(C)C=CC=CC=1.C1C=CC([P]([Pd]([P](C2C=CC=CC=2)(C2C=CC=CC=2)C2C=CC=CC=2)([P](C2C=CC=CC=2)(C2C=CC=CC=2)C2C=CC=CC=2)[P](C2C=CC=CC=2)(C2C=CC=CC=2)C2C=CC=CC=2)(C2C=CC=CC=2)C2C=CC=CC=2)=CC=1>[CH2:1]([O:3][C:4]([C:6]1[S:10][C:9]([CH:16]=[CH2:17])=[N:8][C:7]=1[C:12]([F:15])([F:14])[F:13])=[O:5])[CH3:2] |^1:63,65,84,103|. Procedure details: To a solution of thiazole IV (17.4 g, 57.3 mmol) in toluene (150 mL) was added tetrakis(triphenylphosphine)palladium(0) (1.32 g, 1.14 mmol), tributyl(vinyl)tin (18.4 mL, 63.0 mmol), and 2,6-di-t-butyl-4-methyl phenol (catalytic). This mixture was stirred at 120° C. in a sealed tube for 25 min. The mixture was then allowed to come to 25° C. Ethyl acetate (250 mL) was added and the mixture was washed with 1 N aqueous NaOH (2×150 mL), saturated aqueous NaCl (1×150 mL), dried over MgSO4 and concentr... Starting materials: [OH-].[Na+] (sodium hydroxide), C([O-])([O-])=O.[K+].[K+] (potassium carbonate), CSC1=CC(=C(C=C1)O)OCCCCC (4-methylthio-2-(n-pentyloxy)-phenol), BrC1=C(C=C(C(=O)OC)C=C1)C(=O)OC (dimethyl 4-bromo-isophthalate). The reagents and catalysts are [Cu] (copper). Run in C(C)O.O (ethanol water), O (water), [N+](=O)([O-])C1=CC=CC=C1 (nitrobenzene). Conditions: temperature 120 celsius, time 3 hour. The product is CSC1=CC(=C(OC2=C(C=C(C(=O)O)C=C2)C(=O)O)C=C1)OCCCCC (4-[4'-methylthio-2'-(n-pentyloxy)-phenoxy]-isophthalic acid). Yield: 84.8%. Reaction SMILES: C(=O)([O-])[O-].[K+].[K+].[CH3:7][S:8][C:9]1[CH:14]=[CH:13][C:12]([OH:15])=[C:11]([O:16][CH2:17][CH2:18][CH2:19][CH2:20][CH3:21])[CH:10]=1.Br[C:23]1[CH:32]=[CH:31][C:26]([C:27]([O:29]C)=[O:28])=[CH:25][C:24]=1[C:33]([O:35]C)=[O:34].[OH-].[Na+]>[N+](C1C=CC=CC=1)([O-])=O.C(O)C.O.[Cu].O>[CH3:7][S:8][C:9]1[CH:14]=[CH:13][C:12]([O:15][C:23]2[CH:32]=[CH:31][C:26]([C:27]([OH:29])=[O:28])=[CH:25][C:24]=2[C:33]([OH:35])=[O:34])=[C:11]([O:16][CH2:17][CH2:18][CH2:19][CH2:20][CH3:21])[CH:10]=1 |f:0.1.2,5.6,8.9|. Procedure: 4.40 g (0.032 mole) of anhydrous potassium carbonate and then 0.16 g of powdered copper were added to a solution of 3.60 g (0.016 mole) of 4-methylthio-2-(n-pentyloxy)-phenol and 4.37 g (0.016 mole) of dimethyl 4-bromo-isophthalate in 40 ml of nitrobenzene and the mixture was heated with stirring at 120° C under nitrogen for 3 hours. After cooling the mixture to 100° C, a solution of 1.92 g of sodium hydroxide pellets in 50 ml of a 1--1 ethanol-water mixture was added thereto and the mixture was... Reactants: COCCCN1CCC(=CC2=C1C=CC(=C2)C2=CC=C(C=C2)OCCOCCC)C(=O)OC (methyl 1-(3-methoxypropyl)-7-[4-(2-propoxyethoxy)phenyl]-2,3-dihydro-1H-1-benzazepine-4-carboxylate), [OH-].[Na+] (sodium hydroxide). Solvent: C1CCOC1.CO (THF methanol). Reaction conditions: temperature 50 celsius, time 24 hour. The product is COCCCN1CCC(=CC2=C1C=CC(=C2)C2=CC=C(C=C2)OCCOCCC)C(=O)O (1-(3-methoxypropyl)-7-[4-(2-propoxyethoxy)phenyl]-2,3-dihydro-1H-1-benzazepine-4-carboxylic acid). The yield is 95.0%. RXN SMILES: [CH3:1][O:2][CH2:3][CH2:4][CH2:5][N:6]1[C:12]2[CH:13]=[CH:14][C:15]([C:17]3[CH:22]=[CH:21][C:20]([O:23][CH2:24][CH2:25][O:26][CH2:27][CH2:28][CH3:29])=[CH:19][CH:18]=3)=[CH:16][C:11]=2[CH:10]=[C:9]([C:30]([O:32]C)=[O:31])[CH2:8][CH2:7]1.[OH-].[Na+]>C1COCC1.CO>[CH3:1][O:2][CH2:3][CH2:4][CH2:5][N:6]1[C:12]2[CH:13]=[CH:14][C:15]([C:17]3[CH:18]=[CH:19][C:20]([O:23][CH2:24][CH2:25][O:26][CH2:27][CH2:28][CH3:29])=[CH:21][CH:22]=3)=[CH:16][C:11]=2[CH:10]=[C:9]([C:30]([OH:32])=[O:31])[CH2:8][CH2:7]1 |f:1.2,3.4|. Procedure: To a solution of methyl 1-(3-methoxypropyl)-7-[4-(2-propoxyethoxy)phenyl]-2,3-dihydro-1H-1-benzazepine-4-carboxylate (376 mg) in a mixture of THF-methanol (5-10 ml) was added 1N sodium hydroxide solution (3.0 ml) at room temperature, and the mixture was stirred at 50° C. for 24 hours. After concentration under reduced pressure, 1N hydrochloric acid was added to pH 3-4, and the mixture was extracted with ethyl acetate. The organic layer was washed with saturated brine and dried with magnesium sul... Starting materials: BrN1C(CCC1=O)=O (N-bromosuccinimide), C(C1=CC=CC=C1)(=O)OOC(C1=CC=CC=C1)=O (benzoyl peroxide), O=C1C(CC2=CC(=C(C(=C12)Cl)Cl)OCC(=O)OCC)(C)C(C)C (ethyl (1-oxo-2-isopropyl-2-methyl-6,7-dichloro-5-indanyloxy)acetate). Solvent: C(Cl)(Cl)(Cl)Cl (carbon tetrachloride). The product is O=C1C(C(C2=CC(=C(C(=C12)Cl)Cl)OCC(=O)OCC)Br)(C)C(C)C (ethyl (1-oxo-2-isopropyl-2-methyl-3-bromo-6,7-dichloro-5-indanyloxy)acetate). As a reaction SMILES: [O:1]=[C:2]1[C:10]2[C:5](=[CH:6][C:7]([O:13][CH2:14][C:15]([O:17][CH2:18][CH3:19])=[O:16])=[C:8]([Cl:12])[C:9]=2[Cl:11])[CH2:4][C:3]1([CH:21]([CH3:23])[CH3:22])[CH3:20].[Br:24]N1C(=O)CCC1=O.C(OOC(=O)C1C=CC=CC=1)(=O)C1C=CC=CC=1>C(Cl)(Cl)(Cl)Cl>[O:1]=[C:2]1[C:10]2[C:5](=[CH:6][C:7]([O:13][CH2:14][C:15]([O:17][CH2:18][CH3:19])=[O:16])=[C:8]([Cl:12])[C:9]=2[Cl:11])[CH:4]([Br:24])[C:3]1([CH:21]([CH3:22])[CH3:23])[CH3:20]. Reported procedure: A solution of ethyl (1-oxo-2-isopropyl-2-methyl-6,7-dichloro-5-indanyloxy)acetate (3.6 g., 0.01 mole, N-bromosuccinimide (2.4 g., 0.0134 mole) and benzoyl peroxide (20 mg.) in carbon tetrachloride is refluxed four hours, cooled and filtered free of succinimide. The solvent is evaporated and the crude product is purified by column chromatography and then recrystallized from cyclohexane to afford substantially pure ethyl (1-oxo-2-isopropyl-2-methyl-3-bromo-6,7-dichloro-5-indanyloxy)acetate, m.p. 8... Reactants: E1, ClC=1C=C2N(C(N1)=O)CCN2C(=O)OC(C)(C)C (tert-butyl 7-chloro-5-oxo-2,3-dihydroimidazo[1,2-c]pyrimidine-1(5H)-carboxylate), [H-].[Na+] (NaH), FC=1C=C(OC2=C(C#N)C=C(C=C2)CO)C=C(C1)C(F)(F)F (2-(3-fluoro-5-(trifluoromethyl)phenoxy)-5-(hydroxymethyl)benzonitrile). Yields the product C(#N)C=1C=C(COC=2C=C3N(C(N2)=O)CCN3C(=O)OC(C)(C)C)C=CC1OC1=CC(=CC(=C1)C(F)(F)F)F (tert-butyl 7-((3-cyano-4-(3-fluoro-5-(trifluoromethyl)phenoxy)benzyl)oxy)-5-oxo-2,3-dihydroimidazo[1,2-c]pyrimidine-1(5H)-carboxylate). As a reaction SMILES: [H-].[Na+].[F:3][C:4]1[CH:5]=[C:6]([CH:18]=[C:19]([C:21]([F:24])([F:23])[F:22])[CH:20]=1)[O:7][C:8]1[CH:15]=[CH:14][C:13]([CH2:16][OH:17])=[CH:12][C:9]=1[C:10]#[N:11].Cl[C:26]1[CH:27]=[C:28]2[N:35]([C:36]([O:38][C:39]([CH3:42])([CH3:41])[CH3:40])=[O:37])[CH2:34][CH2:33][N:29]2[C:30](=[O:32])[N:31]=1>>[C:10]([C:9]1[CH:12]=[C:13]([CH:14]=[CH:15][C:8]=1[O:7][C:6]1[CH:18]=[C:19]([C:21]([F:22])([F:23])[F:24])[CH:20]=[C:4]([F:3])[CH:5]=1)[CH2:16][O:17][C:26]1[CH:27]=[C:28]2[N:35]([C:36]([O:38][C:39]([CH3:42])([CH3:41])[CH3:40])=[O:37])[CH2:34][CH2:33][N:29]2[C:30](=[O:32])[N:31]=1)#[N:11] |f:0.1|. Procedure details: The title compound was prepared by a procedure similar to that described for E1 starting from NaH, 2-(3-fluoro-5-(trifluoromethyl)phenoxy)-5-(hydroxymethyl)benzonitrile and tert-butyl 7-chloro-5-oxo-2,3-dihydroimidazo[1,2-c]pyrimidine-1(5H)-carboxylate. The reactants are O (water), BrC1=CC=CC=2NC=NC21 (4-bromo-1H-benzo[d]imidazole), C([O-])([O-])=O.[Na+].[Na+] (sodium carbonate), CC1=C(C=NC=C1)B(O)O (4-methylpyridin-3-ylboronic acid), resultant mixture, crude material. Reagents/catalysts: C=1C=CC(=CC1)[P](C=2C=CC=CC2)(C=3C=CC=CC3)[Pd]([P](C=4C=CC=CC4)(C=5C=CC=CC5)C=6C=CC=CC6)([P](C=7C=CC=CC7)(C=8C=CC=CC8)C=9C=CC=CC9)[P](C=1C=CC=CC1)(C=1C=CC=CC1)C=1C=CC=CC1 (tetrakis(triphenylphosphine)palladium(0)). Solvent: CCO (EtOH), COCCOC (DME), C(Cl)Cl (CH2Cl2). Reaction conditions: time 10 minute. Product: CC1=C(C=NC=C1)C1=CC=CC=2NC=NC21 (4-(4-Methylpyridin-3-yl)-1H-benzo[d]imidazole). Yield: 62.2%. As a reaction SMILES: Br[C:2]1[C:10]2[N:9]=[CH:8][NH:7][C:6]=2[CH:5]=[CH:4][CH:3]=1.C(=O)([O-])[O-].[Na+].[Na+].[CH3:17][C:18]1[CH:23]=[CH:22][N:21]=[CH:20][C:19]=1B(O)O.O>C(Cl)Cl.C1C=CC([P]([Pd]([P](C2C=CC=CC=2)(C2C=CC=CC=2)C2C=CC=CC=2)([P](C2C=CC=CC=2)(C2C=CC=CC=2)C2C=CC=CC=2)[P](C2C=CC=CC=2)(C2C=CC=CC=2)C2C=CC=CC=2)(C2C=CC=CC=2)C2C=CC=CC=2)=CC=1.CCO.COCCOC>[CH3:17][C:18]1[CH:23]=[CH:22][N:21]=[CH:20][C:19]=1[C:2]1[C:10]2[N:9]=[CH:8][NH:7][C:6]=2[CH:5]=[CH:4][CH:3]=1 |f:1.2.3,^1:34,36,55,74|. Procedure: A vial was charged with tetrakis(triphenylphosphine)palladium(0) (0.129 g, 0.112 mmol), 4-bromo-1H-benzo[d]imidazole (0.200 g, 1.015 mmol), sodium carbonate (0.430 g, 4.06 mmol), and 4-methylpyridin-3-ylboronic acid (0.146 g, 1.066 mmol). The mixture was stirred at room temperature for 10 min under N2, then water (1.894 mL), DME (3.79 mL), and EtOH (1.894 mL) were added sequentially. The resultant mixture was stirred under N2 for 15 min, then heated at 90° C. overnight. After 21.5 h, the reactio... Reactants: Br, COc1cc(Cl)c(Cn2ccnc2S)c(Cl)c1. The product is Oc1cc(Cl)c(Cn2ccnc2S)c(Cl)c1. RXN SMILES: [BrH:18].[Cl:1][c:2]1[c:3]([CH2:4][n:5]2[c:6]([SH:10])[n:7][cH:8][cH:9]2)[c:11]([Cl:17])[cH:12][c:13]([O:15][CH3:16])[cH:14]1>>[Cl:1][c:2]1[c:3]([CH2:4][n:5]2[c:6]([SH:10])[n:7][cH:8][cH:9]2)[c:11]([Cl:17])[cH:12][c:13]([OH:15])[cH:14]1.